From a dataset of the Open Reaction Database (ORD), a public repository of structured organic reaction records. describe an organic reaction: reactants, conditions, products, and yield The reactants are BrC=1C=C2N3[C@@H](C(NN=C3COC2=CC1C1=C(C=CC=C1)F)=O)C ((R)-6-bromo-7-(2-fluoro-phenyl)-4-methyl-2,10-dihydro-9-oxa-1,2,4a-triaza-phenanthren-3-one), CC1(OB(OC1(C)C)C1=CCN(CC1)C(=O)OC(C)(C)C)C (tert-butyl 4-(4,4,5,5-tetramethyl-1,3,2-dioxaborolan-2-yl)-5,6-dihydropyridine-1(2H)-carboxylate), C(=O)([O-])[O-].[K+].[K+] (K2CO3). Solvent: O1CCOCC1 (dioxane), O (water). Reaction conditions: temperature 90 celsius. Yields the product C(C)(C)(C)OC(=O)N1CCC(=CC1)C=1C=C2N3[C@@H](C(NN=C3COC2=CC1C1=C(C=CC=C1)F)=O)C (4-[(R)-7-(2-fluoro-phenyl)-4-methyl-3-oxo-2,3,4,10-tetrahydro-9-oxa-1,2,4a-triaza-phenanthren-6-yl]-3,6-dihydro-2H-pyridine-1-carboxylic acid tert-butyl ester). The yield is 63.3%. RXN SMILES: Br[C:2]1[CH:3]=[C:4]2[C:13](=[CH:14][C:15]=1[C:16]1[CH:21]=[CH:20][CH:19]=[CH:18][C:17]=1[F:22])[O:12][CH2:11][C:10]1[N:5]2[C@H:6]([CH3:24])[C:7](=[O:23])[NH:8][N:9]=1.CC1(C)C(C)(C)OB([C:33]2[CH2:38][CH2:37][N:36]([C:39]([O:41][C:42]([CH3:45])([CH3:44])[CH3:43])=[O:40])[CH2:35][CH:34]=2)O1.C([O-])([O-])=O.[K+].[K+]>O1CCOCC1.O>[C:42]([O:41][C:39]([N:36]1[CH2:35][CH:34]=[C:33]([C:2]2[CH:3]=[C:4]3[C:13](=[CH:14][C:15]=2[C:16]2[CH:21]=[CH:20][CH:19]=[CH:18][C:17]=2[F:22])[O:12][CH2:11][C:10]2[N:5]3[C@H:6]([CH3:24])[C:7](=[O:23])[NH:8][N:9]=2)[CH2:38][CH2:37]1)=[O:40])([CH3:45])([CH3:43])[CH3:44] |f:2.3.4|. Reported procedure: A mixture of (R)-6-bromo-7-(2-fluoro-phenyl)-4-methyl-2,10-dihydro-9-oxa-1,2,4a-triaza-phenanthren-3-one (2.0 g, 5.13 mmol), tert-butyl 4-(4,4,5,5-tetramethyl-1,3,2-dioxaborolan-2-yl)-5,6-dihydropyridine-1(2H)-carboxylate (2.38 g, 7.69 mmol), 1,1′-bis(diphenylphosphino)ferrocene-palladium(II)dichloride dichloromethane complex (0.84 g, 1.03 mmol) and K2CO3 (1.42 g, 10.25 mmol) in dioxane (21 mL) and water (7 mL) was heated at 90° C. overnight. The mixture was cooled to ambient temperature and con... Starting materials: BrC(Br)(Br)Br, Cc1nc2ccc(CO)cc2o1, Cc1ccccc1, c1ccc(P(c2ccccc2)c2ccccc2)cc1. Yields the product Cc1nc2ccc(CBr)cc2o1. Reaction SMILES: [C:13]([Br:14])([Br:15])([Br:16])[Br:17].[CH3:1][c:2]1[o:3][c:4]2[c:5]([n:6]1)[cH:7][cH:8][c:9]([CH2:11][OH:12])[cH:10]2.[CH3:37][c:38]1[cH:39][cH:40][cH:41][cH:42][cH:43]1.[c:18]1([P:19]([c:20]2[cH:21][cH:22][cH:23][cH:24][cH:25]2)[c:26]2[cH:27][cH:28][cH:29][cH:30][cH:31]2)[cH:32][cH:33][cH:34][cH:35][cH:36]1>>[CH3:1][c:2]1[o:3][c:4]2[c:5]([n:6]1)[cH:7][cH:8][c:9]([CH2:11][Br:14])[cH:10]2. The reactants are COc1ccc(C(=O)O)cc1, ClCCl, CC(C)NC(=O)CN1CCNCC1, [Cl-]. Product: COc1ccc(C(=O)N2CCN(CC(=O)NC(C)C)CC2)cc1, Cl. RXN SMILES: [C:2]([c:3]1[cH:4][cH:5][c:6]([O:9][CH3:10])[cH:7][cH:8]1)(=[O:11])[OH:12].[CH2:26]([Cl:27])[Cl:28].[CH:13]([CH3:14])([CH3:15])[NH:16][C:17]([CH2:18][N:19]1[CH2:20][CH2:21][NH:22][CH2:23][CH2:24]1)=[O:25].[Cl-:1]>>[C:2]([c:3]1[cH:4][cH:5][c:6]([O:9][CH3:10])[cH:7][cH:8]1)(=[O:12])[N:22]1[CH2:21][CH2:20][N:19]([CH2:18][C:17]([NH:16][CH:13]([CH3:14])[CH3:15])=[O:25])[CH2:24][CH2:23]1.[ClH:1]. Starting materials: O=C(Cl)OCc1ccccc1, NCCc1ccc(F)cc1, CN(C)C=O. The product is O=C(NCCc1ccc(F)cc1)OCc1ccccc1. As a reaction SMILES: [CH2:1]([c:2]1[cH:3][cH:4][cH:5][cH:6][cH:7]1)[O:8][C:9](=[O:10])[Cl:11].[F:12][c:13]1[cH:14][cH:15][c:16]([CH2:19][CH2:20][NH2:21])[cH:17][cH:18]1.[O:22]=[CH:23][N:24]([CH3:25])[CH3:26]>>[CH2:1]([c:2]1[cH:3][cH:4][cH:5][cH:6][cH:7]1)[O:8][C:9](=[O:10])[NH:21][CH2:20][CH2:19][c:16]1[cH:15][cH:14][c:13]([F:12])[cH:18][cH:17]1.